Dataset: the Open Reaction Database (ORD), a public repository of structured organic reaction records. Task: describe an organic reaction: reactants, conditions, products, and yield Starting materials: ClC=1C=C(C(=NC1)OC)NC1=C(C=C(C(=N1)N[C@@H](C)C1=NC=C(C=C1)F)C)[N+](=O)[O-] (N6-(5-chloro-2-methoxypyridin-3-yl)-N2-[(1S)-1-(5-fluoropyridin-2-yl)ethyl]-3-methyl-5-nitropyridine-2,6-diamine). Reagents/catalysts: [Ni] (Nickel). Solvent: C(C)O (ethanol). Reaction conditions: time 2 hour. The product is ClC=1C=C(C(=NC1)OC)NC1=NC(=C(C=C1N)C)N[C@@H](C)C1=NC=C(C=C1)F (N2-(5-Chloro-2-methoxypyridin-3-yl)-N6-[(1S)-1-(5-fluoropyridin-2-yl)ethyl]-5-methylpyridine-2,3,6-triamine). Reaction SMILES: [Cl:1][C:2]1[CH:3]=[C:4]([NH:10][C:11]2[N:16]=[C:15]([NH:17][C@H:18]([C:20]3[CH:25]=[CH:24][C:23]([F:26])=[CH:22][N:21]=3)[CH3:19])[C:14]([CH3:27])=[CH:13][C:12]=2[N+:28]([O-])=O)[C:5]([O:8][CH3:9])=[N:6][CH:7]=1>C(O)C.[Ni]>[Cl:1][C:2]1[CH:3]=[C:4]([NH:10][C:11]2[C:12]([NH2:28])=[CH:13][C:14]([CH3:27])=[C:15]([NH:17][C@H:18]([C:20]3[CH:25]=[CH:24][C:23]([F:26])=[CH:22][N:21]=3)[CH3:19])[N:16]=2)[C:5]([O:8][CH3:9])=[N:6][CH:7]=1. Procedure details: Raney®-Nickel (0.7 g) was added to a solution of N6-(5-chloro-2-methoxypyridin-3-yl)-N2-[(1S)-1-(5-fluoropyridin-2-yl)ethyl]-3-methyl-5-nitropyridine-2,6-diamine (Preparation 25b, 0.67 g, 1.56 mmol) in ethanol (15 mL) and the resulting mixture was stirred at ambient temperature for 2 hours under a hydrogen atmosphere. The mixture was then filtered through Celite® and the filter cake was washed with methanol (30 mL). The combined filtrate and washings containing the title compound as a methanolic... The solvent is C1CCOC1 (THF), C1CCOC1 (THF). Conditions: temperature -78 celsius, time 1 hour. Product: C(C)OC(C(C)C=1N=C(SC1)N(CC1=CC=C(C=C1)OC)C(=O)OC(C)(C)C)=O (2-{2-[tert-Butoxycarbonyl-(4-methoxy-benzyl)-amino]-thiazol-4-yl}-propionic acid ethyl ester). Procedure: To a solution of lithium diisopropylamide (prepared in situ) (4.24 g, 39.6 mmol) in dry THF (40 mL) was added the solution of {2-[tert-butoxycarbonyl-(4-methoxy-benzyl)-amino]-thiazol-4-yl}-acetic acid ethyl ester (8.0 g, 19.68 mmol) in 20 mL of dry THF in a dropwise fashion at −78° C. The reaction mixture was continued to stir at −78° C. for 1 hour followed by the addition of methyl iodide (4.19 g, 29.52 mmol) at the same temperature. The reaction mixture was kept on stirring and slowly allowed... As a reaction SMILES: [CH:1]([N-]C(C)C)(C)C.[Li+].[CH2:9]([O:11][C:12](=[O:36])[CH2:13][C:14]1[N:15]=[C:16]([N:19]([C:29]([O:31][C:32]([CH3:35])([CH3:34])[CH3:33])=[O:30])[CH2:20][C:21]2[CH:26]=[CH:25][C:24]([O:27][CH3:28])=[CH:23][CH:22]=2)[S:17][CH:18]=1)[CH3:10].CI>C1COCC1>[CH2:9]([O:11][C:12](=[O:36])[CH:13]([C:14]1[N:15]=[C:16]([N:19]([C:29]([O:31][C:32]([CH3:35])([CH3:34])[CH3:33])=[O:30])[CH2:20][C:21]2[CH:26]=[CH:25][C:24]([O:27][CH3:28])=[CH:23][CH:22]=2)[S:17][CH:18]=1)[CH3:1])[CH3:10] |f:0.1|. Reactants: CI (methyl iodide), C(C)(C)[N-]C(C)C.[Li+] (lithium diisopropylamide), C(C)OC(CC=1N=C(SC1)N(CC1=CC=C(C=C1)OC)C(=O)OC(C)(C)C)=O ({2-[tert-butoxycarbonyl-(4-methoxy-benzyl)-amino]-thiazol-4-yl}-acetic acid ethyl ester). Isolated yield 99.1%. The solvent is C(C)#N (acetonitrile). Product: C(C1=CC=CC=C1)OC1=CC(N(C=C1)CC1=CC=C(C=C1)OC(F)(F)F)=O (4-Benzyloxy-1-(4-trifluoromethoxy-benzyl)-1H-pyridin-2-one). Reactants: BrCC1=CC=C(C=C1)OC(F)(F)F (1-Bromomethyl-4-trifluoromethoxybenzene), C([O-])([O-])=O.[K+].[K+] (potassium carbonate), C(C1=CC=CC=C1)OC1=CC(NC=C1)=O (4-benzyloxy-1H-pyridin-2-one). Reaction SMILES: Br[CH2:2][C:3]1[CH:8]=[CH:7][C:6]([O:9][C:10]([F:13])([F:12])[F:11])=[CH:5][CH:4]=1.C(=O)([O-])[O-].[K+].[K+].[CH2:20]([O:27][C:28]1[CH:33]=[CH:32][NH:31][C:30](=[O:34])[CH:29]=1)[C:21]1[CH:26]=[CH:25][CH:24]=[CH:23][CH:22]=1>C(#N)C>[CH2:20]([O:27][C:28]1[CH:33]=[CH:32][N:31]([CH2:2][C:3]2[CH:8]=[CH:7][C:6]([O:9][C:10]([F:13])([F:12])[F:11])=[CH:5][CH:4]=2)[C:30](=[O:34])[CH:29]=1)[C:21]1[CH:22]=[CH:23][CH:24]=[CH:25][CH:26]=1 |f:1.2.3|. Reported procedure: 1-Bromomethyl-4-trifluoromethoxybenzene (3.32 g, 13.04 mmol) and potassium carbonate (3.51 g, 25.46 mmol) were added to a mixture of 4-benzyloxy-1H-pyridin-2-one (2.5 g, 12.42 mmol) in acetonitrile (10 ml). The reaction mixture was heated at reflux temperature for 24 hours. After cooling to room temperature, it was filtered through diatomaceous earth, the solid residues were washed with methanol and the combined organic extracts were evaporated in vacuo. The crude residue thus obtained was preci... Reactants: Cl.ClC=1C=C2C=3CCNC(C3NC2=CC1)C1(CCC1)C(=O)OCC (Ethyl 1-(6-chloro-2,3,4,9-tetrahydro-1H-β-carbolin-1-yl)cyclobutanecarboxylate Hydrochloride), C(C1=CC=CC=C1)(C1=CC=CC=C1)(C1=CC=CC=C1)N1C=NC(=C1)C(=O)O (N-tritylimidazole-4-carboxylic acid), C(C)(C)N(CC)C(C)C (diisopropylethylamine), F[B-](F)(F)F.N1(N=NC2=C1C=CC=C2)OC(=[N+](C)C)N(C)C (O-(benzotriazol-1-yl)-N,N,N′,N′-tetramethyluronium tetrafluoroborate). Product: Cl.ClC=1C=C2C=3CCN(C(C3NC2=CC1)C1(CCC1)C(=O)OCC)C(=O)C1=CN=CN1 (Ethyl 1-[6chloro-2-(1H-imidazol-5-ylcarbonyl)-2,3,4,9-tetrahydro-1H-β-carbolin-1-yl]cyclobutanecarboxylate Hydrochloride). Reaction SMILES: Cl.[Cl:2][C:3]1[CH:4]=[C:5]2[C:13](=[CH:14][CH:15]=1)[NH:12][C:11]1[CH:10]([C:16]3([C:20]([O:22][CH2:23][CH3:24])=[O:21])[CH2:19][CH2:18][CH2:17]3)[NH:9][CH2:8][CH2:7][C:6]2=1.C([N:44]1[CH:48]=[C:47]([C:49](O)=[O:50])[N:46]=[CH:45]1)(C1C=CC=CC=1)(C1C=CC=CC=1)C1C=CC=CC=1.C(N(C(C)C)CC)(C)C.F[B-](F)(F)F.N1(OC(N(C)C)=[N+](C)C)C2C=CC=CC=2N=N1>>[ClH:2].[Cl:2][C:3]1[CH:4]=[C:5]2[C:13](=[CH:14][CH:15]=1)[NH:12][C:11]1[CH:10]([C:16]3([C:20]([O:22][CH2:23][CH3:24])=[O:21])[CH2:17][CH2:18][CH2:19]3)[N:9]([C:49]([C:47]3[NH:46][CH:45]=[N:44][CH:48]=3)=[O:50])[CH2:8][CH2:7][C:6]2=1 |f:0.1,4.5,6.7|. Reported procedure: 1.84 g of the compound of Example 1, 1.8 g of N-tritylimidazole-4-carboxylic acid, 1.92 ml of diisopropylethylamine and 1.76 g of O-(benzotriazol-1-yl)-N,N,N′,N′-tetramethyluronium tetrafluoroborate are stirred at ambient temperature for 24 hours. After dilution with 500 ml of water, filtration, and extraction with dichloromethane, the organic phases are dried and filtered and then concentrated under reduced pressure. Crystallisation of the residue in an ethanol-diethyl ether-hydrogen chloride m... Reactants: C(CCC)C=1OC2=C(C1C(C1=CC(=C(C(=C1)I)O)I)=O)C=CC=C2 (2-butyl-3-[3,5-diiodo-4-hydroxybenzoyl]benzofuran), C([O-])([O-])=O.[K+].[K+] (potassium carbonate), [OH-].[K+] (potassium hydroxide), Cl (hydrochloric acid), BrCCCC(=O)OCC (ethyl 4-bromobutyrate), Cl (hydrochloric acid). Solvent: O (water), C(C)#N (acetonitrile), O (water). Yields the product C(CCC)C=1OC2=C(C1C(C1=CC(=C(C(=C1)I)OCCCC(=O)O)I)=O)C=CC=C2 (2-butyl-3-[3,5-diiodo-4-(3-carboxypropyloxy)-benzoyl]benzofuran). Reaction SMILES: [CH2:1]([C:5]1[O:6][C:7]2[CH:24]=[CH:23][CH:22]=[CH:21][C:8]=2[C:9]=1[C:10](=[O:20])[C:11]1[CH:16]=[C:15]([I:17])[C:14]([OH:18])=[C:13]([I:19])[CH:12]=1)[CH2:2][CH2:3][CH3:4].C(=O)([O-])[O-].[K+].[K+].Br[CH2:32][CH2:33][CH2:34][C:35]([O:37]CC)=[O:36].[OH-].[K+].Cl>O.C(#N)C>[CH2:1]([C:5]1[O:6][C:7]2[CH:24]=[CH:23][CH:22]=[CH:21][C:8]=2[C:9]=1[C:10](=[O:20])[C:11]1[CH:12]=[C:13]([I:19])[C:14]([O:18][CH2:32][CH2:33][CH2:34][C:35]([OH:37])=[O:36])=[C:15]([I:17])[CH:16]=1)[CH2:2][CH2:3][CH3:4] |f:1.2.3,5.6|. Reported procedure: 32.8 g (60 mmol) of 2-butyl-3-[3,5-diiodo-4-hydroxybenzoyl]benzofuran and 13.8 g (100 mmol) of anhydrous potassium carbonate are initially introduced into 200 ml of acetonitrile. 17.6 g (90 mmol) of ethyl 4-bromobutyrate are added dropwise at room temperature within the space of 30 minutes and the suspension is subsequently heated under reflux for 14 h. Once the reaction solution has been cooled down to room temperature, 200 ml of distilled water are added and the mixture is extracted 3 times wi... Reactants: C(C)N1C=C(C(C2=CC(=C(C=C12)F)F)=O)C(=O)OCC (ethyl 1-ethyl-6,7-difluoro-1,4-dihydro-4-oxo-quinoline-3-carboxylate), [OH-].[Na+] (sodium hydroxide), Cl (hydrochloric acid). The product is C(C)N1C=C(C(C2=CC(=C(C=C12)O)F)=O)C(=O)O (1-ethyl-6-fluoro-7-hydroxy-1,4-dihydro-4-oxo-quinoline-3-carboxylic acid). Yield: 91.0%. Reaction SMILES: [CH2:1]([N:3]1[C:12]2[C:7](=[CH:8][C:9]([F:14])=[C:10](F)[CH:11]=2)[C:6](=[O:15])[C:5]([C:16]([O:18]CC)=[O:17])=[CH:4]1)[CH3:2].Cl.[OH-:22].[Na+]>>[CH2:1]([N:3]1[C:12]2[C:7](=[CH:8][C:9]([F:14])=[C:10]([OH:22])[CH:11]=2)[C:6](=[O:15])[C:5]([C:16]([OH:18])=[O:17])=[CH:4]1)[CH3:2] |f:2.3|. Procedure: A suspension of 1.2 g of ethyl 1-ethyl-6,7-difluoro-1,4-dihydro-4-oxo-quinoline-3-carboxylate (European Offenlegungsschrift No. 230053, C.A. 108:112498) in 25 ml of 2N aqueous sodium hydroxide solution is heated at reflux for 4 hrs. After cooling to room temperature the reaction mixture is adjusted to pH 3 to 4 with 37% aqueous hydrochloric acid and the precipitate is filtered off under suction, washed with 200 ml of water and 200 ml of diethyl ether and dried. 980 mg (91%) of 1-ethyl-6-fluoro-7... Starting materials: C(C)(=O)OC(C1=CC(=CC=C1)Cl)OC(C)=O (m-chlorobenzylidene diacetate), C(C)(=O)[O-].[Na+] (sodium acetate), C(O)([O-])=O.[Na+] (sodium hydrogencarbonate). The solvent is C(C)(=O)OCC (ethyl acetate). Reaction conditions: temperature 200 celsius. The product is ClC=1C=C(C=CC(=O)O)C=CC1 (m-chlorocinnamic acid). Reaction SMILES: C(O[CH:5](OC(=O)C)[C:6]1[CH:11]=[CH:10][CH:9]=[C:8]([Cl:12])[CH:7]=1)(=O)C.[C:17]([O-:20])(=[O:19])[CH3:18].[Na+].C(=O)([O-])O.[Na+]>C(OCC)(=O)C>[Cl:12][C:8]1[CH:7]=[C:6]([CH:11]=[CH:10][CH:9]=1)[CH:5]=[CH:18][C:17]([OH:20])=[O:19] |f:1.2,3.4|. Reported procedure: A three-neck flask was charged with 24.26 g of m-chlorobenzylidene diacetate and 6.15 g of sodium acetate, and the mixture was refluxed in a 200° C. oil bath for 9 hours. The mixture was cooled, and 100 g of ethyl acetate was added. Furthermore, saturated sodium hydrogencarbonate aqueous solution was added, and the mixture was sufficiently stirred, to produce m-chlorocinnamic acid which was extracted into a water phase. The water phase was separated, and hydrochloric acid was added till the pH b... Starting materials: CS(=O)C1=NN2C(C=N1)=CC=C2C2=C(C=CC=C2)OC (2-Methanesulfinyl-7-(2-methoxy-phenyl)-pyrrolo[2,1-f][1,2,4]triazine), ClC=1C=C(C=CC1)C1=CC=C2C=NC(=NN21)S(=O)C (7-(3-Chloro-phenyl)-2-methanesulfinyl-pyrrolo[2,1-f][1,2,4]triazine). Product: ClC=1C=C(C=CC1)C1=CC=C2C=NC(=NN21)N2C=NC=1C=NC=CC12 (1-[7-(3-Chloro-phenyl)-pyrrolo[2,1-f][1,2,4]triazin-2-yl]-1H-imidazo[4,5-c]pyridine). Reaction SMILES: CS([C:4]1[N:9]=[CH:8][C:7]2=CC=[C:12]([C:13]3[CH:18]=CC=CC=3OC)[N:6]2[N:5]=1)=O.[Cl:21][C:22]1[CH:23]=[C:24]([C:28]2[N:36]3[C:31]([CH:32]=[N:33][C:34](S(C)=O)=[N:35]3)=[CH:30][CH:29]=2)[CH:25]=[CH:26][CH:27]=1>>[Cl:21][C:22]1[CH:23]=[C:24]([C:28]2[N:36]3[C:31]([CH:32]=[N:33][C:34]([N:5]4[C:18]5[CH:13]=[CH:12][N:6]=[CH:7][C:8]=5[N:9]=[CH:4]4)=[N:35]3)=[CH:30][CH:29]=2)[CH:25]=[CH:26][CH:27]=1. Reported procedure: The compound was made in an analogous fashion to Example 322 replacing 2-Methanesulfinyl-7-(2-methoxy-phenyl)-pyrrolo[2,1-f][1,2,4]triazine with 7-(3-Chloro-phenyl)-2-methanesulfinyl-pyrrolo[2,1-f][1,2,4]triazine to afford 90.14 mg of 1-[7-(3-Chloro-phenyl)-pyrrolo[2,1-f][1,2,4]triazin-2-yl]-1H-imidazo[4,5-c]pyridine as a lyophilized powder. (M+H)=347.6. 1H NMR (400 MHz, DMSO, d6) δ 9.42 (s, 1H), 9.21 (s, 1H), 8.61 (m, 1H), 8.53 (m, 1H), 8.35 (m, 1H), 8.15 (m, 1H), 7.63 (m, 4H), 7.36 (d, 1H, J=4... The reactants are BrC1=C(C=C(C=C1)S(=O)(=O)Cl)F (4-bromo-3-fluoro-benzenesulfonyl chloride), N-Aryl-benzenesulfonamides, NC1=C(C=C(C=C1)Cl)C(=O)C=1C=NC=CC1 ((2-amino-5-chloro-phenyl)-(pyridin-3-yl)-methanone). Run in N1=CC=CC=C1 (pyridine). Yields the product BrC1=C(C=C(C=C1)S(=O)(=O)NC1=C(C=C(C=C1)Cl)C(=O)C=1C=NC=CC1)F (4-Bromo-N-[4-chloro-2-(pyridine-3-carbonyl)-phenyl]-3-fluoro-benzenesulfonamide), 10-ethyl acetate. As a reaction SMILES: [NH2:1][C:2]1[CH:7]=[CH:6][C:5]([Cl:8])=[CH:4][C:3]=1[C:9]([C:11]1[CH:12]=[N:13][CH:14]=[CH:15][CH:16]=1)=[O:10].[Br:17][C:18]1[CH:23]=[CH:22][C:21]([S:24](Cl)(=[O:26])=[O:25])=[CH:20][C:19]=1[F:28]>N1C=CC=CC=1>[Br:17][C:18]1[CH:23]=[CH:22][C:21]([S:24]([NH:1][C:2]2[CH:7]=[CH:6][C:5]([Cl:8])=[CH:4][C:3]=2[C:9]([C:11]2[CH:12]=[N:13][CH:14]=[CH:15][CH:16]=2)=[O:10])(=[O:26])=[O:25])=[CH:20][C:19]=1[F:28]. Procedure: The title compound was prepared according to the general procedures for the synthesis of N-Aryl-benzenesulfonamides previously described using (2-amino-5-chloro-phenyl)-(pyridin-3-yl)-methanone 2 g (8.7 mmol) and 4-bromo-3-fluoro-benzenesulfonyl chloride 2.35 g (8.77 mmol) in 15 ml pyridine. Purification with silica chromatography eluted with dichlorometane:10-ethyl acetate gave a yellow powder. Starting materials: FC1=CC=C(C=C1)O (p-fluorophenol), [H-].[Na+] (sodium hydride), S(=O)(=O)(C1=CC=C(C)C=C1)OCC1OC=CCC1 (2-tosyloxymethyl-3,4-dihydro-2H-pyran). The solvent is CN(C=O)C (dimethylformamide). Run at time 30 minute. The product is FC1=CC=C(OCC2OC=CCC2)C=C1 (2-(4-fluorophenoxymethyl)-3,4-dihydro-2H-pyran). Yield: 24.5%. RXN SMILES: [F:1][C:2]1[CH:7]=[CH:6][C:5]([OH:8])=[CH:4][CH:3]=1.[H-].[Na+].S(O[CH2:22][CH:23]1[CH2:28][CH2:27][CH:26]=[CH:25][O:24]1)(C1C=CC(C)=CC=1)(=O)=O>CN(C)C=O>[F:1][C:2]1[CH:7]=[CH:6][C:5]([O:8][CH2:22][CH:23]2[CH2:28][CH2:27][CH:26]=[CH:25][O:24]2)=[CH:4][CH:3]=1 |f:1.2|. Procedure: A mixture of a solution of 247 mg of p-fluorophenol in 1 ml of dimethylformamide with 87 mg of 55% sodium hydride was stirred at room temperature for 30 minutes. 537 mg of 2-tosyloxymethyl-3,4-dihydro-2H-pyran were then added to the mixture, which was allowed to react at 90° C. for 3 hours. Thereafter, the mixture was treated and the product purified essentially as described in Example 34(a) to give 102 mg of 2-(4-fluorophenoxymethyl)-3,4-dihydro-2H-pyran as a colourless oil.